Dataset: the Open Reaction Database (ORD), a public repository of structured organic reaction records. Task: describe an organic reaction: reactants, conditions, products, and yield The reactants are CC1=C(OC=C1)C(=O)O (3-methyl-2-furancarboxylic acid), S(=O)(Cl)Cl (thionyl chloride). Solvent: C1(=CC=CC=C1)C (toluene). Yields the product CC1=C(OC=C1)C(=O)Cl (3-Methyl-2-furancarbonyl chloride). RXN SMILES: [CH3:1][C:2]1[CH:6]=[CH:5][O:4][C:3]=1[C:7]([OH:9])=O.S(Cl)([Cl:12])=O>C1(C)C=CC=CC=1>[CH3:1][C:2]1[CH:6]=[CH:5][O:4][C:3]=1[C:7]([Cl:12])=[O:9]. Reported procedure: 3-Methyl-2-furancarbonyl chloride was prepared by refluxing 3-methyl-2-furancarboxylic acid (20.0 g) with thionyl chloride (25 ml) in toluene (75 ml) for 3 hours. After removal of the solvent, the acid chloride was distilled (b.p. 74°-76° C. at ca. 12 mm). Reactants: C1(CC1)C=1NC2=C(N1)C=CC=C2OC (2-(Cyclopropyl)-4-methoxylbenzimidazole), FC1=C(C(=CC=C1)F)CBr (2,6-difluoro-a-bromo-toluene). Yields the product FC1=C(CN2C(=NC3=C2C=CC=C3OC)C3CC3)C(=CC=C1)F (1-(2,6-Difluorobenzyl)-2-(cyclopropyl)-4-methoxylbenzimidazole). The yield is 92.1%. Reaction SMILES: [CH:1]1([C:4]2[NH:5][C:6]3[C:12]([O:13][CH3:14])=[CH:11][CH:10]=[CH:9][C:7]=3[N:8]=2)[CH2:3][CH2:2]1.[F:15][C:16]1[CH:21]=[CH:20][CH:19]=[C:18]([F:22])[C:17]=1[CH2:23]Br>>[F:15][C:16]1[CH:21]=[CH:20][CH:19]=[C:18]([F:22])[C:17]=1[CH2:23][N:8]1[C:7]2[CH:9]=[CH:10][CH:11]=[C:12]([O:13][CH3:14])[C:6]=2[N:5]=[C:4]1[CH:1]1[CH2:3][CH2:2]1. Procedure details: 2-(Cyclopropyl)-4-methoxylbenzimidazole (1.00 g, 5.32 mmol) (5014) was reacted with 2,6-difluoro-a-bromo-toluene (1.30 g, 6.28 mmol, 130 M%). The crude product was purified by flash chromatography eluting with 2% methanol/CH2Cl2 and recrystallization from diethylether/hexane (3:1), yielding white crystals of 1-(2,6-Difluorobenzyl)-2-(cyclopropyl)-4-methoxylbenzimidazole (5016) (1.54 g, 4.90 mmol, 92% yield). M.p. 136-139° C. 1H-NMR (200 MHz, CD2Cl2) δ7.31 (m, 1H, H4′), 7.07 (dd, J=8.0, 7.8 Hz, 1... Starting materials: Br.ClC1=CC=NC2=CC=C(C=C12)O (4-chloroquinolin-6-ol hydrobromide), C1(CCCCC1)N (cyclohexylamine). The product is O.Br.C1(CCCCC1)NC1=CC=NC2=CC=C(C=C12)O (4-(Cyclohexylamino)quinolin-6-ol Hydrobromide Hydrate). The yield is 40.0%. RXN SMILES: [BrH:1].Cl[C:3]1[C:12]2[C:7](=[CH:8][CH:9]=[C:10]([OH:13])[CH:11]=2)[N:6]=[CH:5][CH:4]=1.[CH:14]1([NH2:20])[CH2:19][CH2:18][CH2:17][CH2:16][CH2:15]1>>[OH2:13].[BrH:1].[CH:14]1([NH:20][C:3]2[C:12]3[C:7](=[CH:8][CH:9]=[C:10]([OH:13])[CH:11]=3)[N:6]=[CH:5][CH:4]=2)[CH2:19][CH2:18][CH2:17][CH2:16][CH2:15]1 |f:0.1,3.4.5|. Procedure details: A solution of 245 mg (0.94 mmol) of 4-chloroquinolin-6-ol hydrobromide and 1.0 mL of cyclohexylamine was heated under reflux overnight. Excess volatile components of the reaction mixture were evaporated under reduced pressure. The residue was slurried with isopropyl ether and then filtered. The solids were recrystallized from hot acetic acid to afford 129 mg (40%) of the title compound: m.p. 280°-285° C. (dec.).